From a dataset of the Open Reaction Database (ORD), a public repository of structured organic reaction records. describe an organic reaction: reactants, conditions, products, and yield Reactants: COC=1C=C(C=CC1[N+](=O)[O-])NC(C)=O (N-(3-methoxy-4-nitro-phenyl)-acetamide), C([O-])([O-])=O.[K+].[K+] (potassium carbonate). The solvent is Cl (hydrochloric acid). Product: COC=1C=C(C=CC1[N+](=O)[O-])N (3-methoxy-4-nitro-phenylamine). Yield: 102.5%. As a reaction SMILES: [CH3:1][O:2][C:3]1[CH:4]=[C:5]([NH:12]C(=O)C)[CH:6]=[CH:7][C:8]=1[N+:9]([O-:11])=[O:10].C(=O)([O-])[O-].[K+].[K+]>Cl>[CH3:1][O:2][C:3]1[CH:4]=[C:5]([NH2:12])[CH:6]=[CH:7][C:8]=1[N+:9]([O-:11])=[O:10] |f:1.2.3|. Procedure details: A mixture of N-(3-methoxy-4-nitro-phenyl)-acetamide (16.6 g, 78.67 mmol) and an aqueous solution of hydrochloric acid (1.5 M, 200 mL) was refluxed until a clear solution was obtained. The reaction mixture was basified by addition of an aqueous solution of potassium carbonate and then was extracted four times with dichloromethane (200 mL); the combined organic extracts were dried over anhydrous sodium sulfate, filtered and evaporated under reduced pressure to give 13.56 g (quantitative yield) of ... The reactants are C(C)OC(=O)C1=CCN(CCC1=O)C(=O)OC(C)(C)C (5-oxo-2,5,6,7-tetrahydro-azepine-1,4-dicarboxylic acid 1-tert-butyl ester 4-ethyl ester), [Cl-].[NH4+] (ammonium chloride), solution, C[Mg]Br (methyl magnesium bromide). Reagents/catalysts: [Cu]I (CuI). The solvent is C1CCOC1 (THF), C1CCOC1.C1(=CC=CC=C1)C (THF toluene), C1CCOC1 (THF). Reaction conditions: temperature -15 celsius, time 45 minute. The product is C(C)OC(=O)C1C(CN(CCC1=O)C(=O)OC(C)(C)C)C (3-Methyl-5-oxo-azepane-1,4-dicarboxylic acid 1-tert-butyl ester 4-ethyl ester). Reaction SMILES: [CH3:1][Mg]Br.[CH2:4]([O:6][C:7]([C:9]1[C:15](=[O:16])[CH2:14][CH2:13][N:12]([C:17]([O:19][C:20]([CH3:23])([CH3:22])[CH3:21])=[O:18])[CH2:11][CH:10]=1)=[O:8])[CH3:5].[Cl-].[NH4+]>C1COCC1.C1COCC1.C1(C)C=CC=CC=1.[Cu]I>[CH2:4]([O:6][C:7]([CH:9]1[C:15](=[O:16])[CH2:14][CH2:13][N:12]([C:17]([O:19][C:20]([CH3:22])([CH3:21])[CH3:23])=[O:18])[CH2:11][CH:10]1[CH3:1])=[O:8])[CH3:5] |f:2.3,5.6|. Procedure: To a suspension of 5.18 g (27.18 mmol) CuI in 85 mL anhydrous THF at −78° C. was added 24 mL (34 mmol) of a 1.4 M solution of methyl magnesium bromide in THF/toluene dropwise under an atmosphere of nitrogen, the reaction was left to warm up to −15° C. and then stirred at this temperature for 45 minutes. It was cooled again at −78° C. and a solution of 3.85 g (13.59 mmol) 5-oxo-2,5,6,7-tetrahydro-azepine-1,4-dicarboxylic acid 1-tert-butyl ester 4-ethyl ester in 30 mL anhydrous THF was added dropw...